This data is from the Open Reaction Database (ORD), a public repository of structured organic reaction records. The task is: describe an organic reaction: reactants, conditions, products, and yield Starting materials: C1(CCCCC1)C[C@@H]([C@H](C(CO)O)O)NC(OC(C)(C)C)=O (tert-butyl [(1S,2R,3RS)-1-(cyclohexylmethyl)-2,3,4-trihydroxybutyl]carbamate), CO (methanol), Cl (hydrochloric acid). Solvent: C1(=CC=CC=C1)C (toluene). The product is N[C@H]([C@H](C(CO)O)O)CC1CCCCC1 ((2RS,3R,4S)-4-amino-5-cyclohexyl-1,2,3-pentanetriol). Reaction SMILES: [CH:1]1([CH2:7][C@H:8]([NH:15]C(=O)OC(C)(C)C)[C@@H:9]([OH:14])[CH:10]([OH:13])[CH2:11][OH:12])[CH2:6][CH2:5][CH2:4][CH2:3][CH2:2]1.CO.Cl>C1(C)C=CC=CC=1>[NH2:15][C@@H:8]([CH2:7][CH:1]1[CH2:6][CH2:5][CH2:4][CH2:3][CH2:2]1)[C@@H:9]([OH:14])[CH:10]([OH:13])[CH2:11][OH:12]. Reported procedure: A solution of 270 mg of tert-butyl [(1S,2R,3RS)-1-(cyclohexylmethyl)-2,3,4-trihydroxybutyl]carbamate, 15 ml of methanol and 10 ml of 2N hydrochloric acid is heated to 50° overnight. Subsequently, the reaction solution is evaporated to dryness under reduced pressure, the residue obtained is taken up twice in toluene and evaporated to dryness under reduced pressure each time. The crude (2RS,3R,4S)-4-amino-5-cyclohexyl-1,2,3-pentanetriol obtained is used in the next step without further purificatio... The reactants are ClC1=C(CNC2=C(C=NC=C2)S(=O)(=O)NC2=CC(=C(C=C2)OC)OC)C(=CC=C1)F (4-[(2-chloro-6-fluorobenzyl)amino]-N-(3,4-di methoxyphenyl)pyridine-3-sulfonamide), C(=O)(N1C=NC=C1)N1C=NC=C1 (1,1′-carbonyldiimidazole). Solvent: ClCCCl (1,2-dichloroethane). The product is ClC1=C(CN2C(N(S(C3=C2C=CN=C3)(=O)=O)C3=CC(=C(C=C3)OC)OC)=O)C(=CC=C1)F (4-(2-chloro-6-fluorobenzyl)-2-(3,4-dimethoxyphenyl)-2H-pyrido[4,3-e][1,2,4]thiadiazin-3(4H)-one 1,1-dioxide). Yield: 22.2%. Reaction SMILES: [Cl:1][C:2]1[CH:29]=[CH:28][CH:27]=[C:26]([F:30])[C:3]=1[CH2:4][NH:5][C:6]1[CH:11]=[CH:10][N:9]=[CH:8][C:7]=1[S:12]([NH:15][C:16]1[CH:21]=[CH:20][C:19]([O:22][CH3:23])=[C:18]([O:24][CH3:25])[CH:17]=1)(=[O:14])=[O:13].[C:31](N1C=CN=C1)(N1C=CN=C1)=[O:32]>ClCCCl>[Cl:1][C:2]1[CH:29]=[CH:28][CH:27]=[C:26]([F:30])[C:3]=1[CH2:4][N:5]1[C:6]2[CH:11]=[CH:10][N:9]=[CH:8][C:7]=2[S:12](=[O:14])(=[O:13])[N:15]([C:16]2[CH:21]=[CH:20][C:19]([O:22][CH3:23])=[C:18]([O:24][CH3:25])[CH:17]=2)[C:31]1=[O:32]. Procedure: A solution of 4-[(2-chloro-6-fluorobenzyl)amino]-N-(3,4-di methoxyphenyl)pyridine-3-sulfonamide (0.04 g, 0.09 mmol) and 1,1′-carbonyldiimidazole (56 mg, 0.34 mmol) in 1,2-dichloroethane (10 mL) was heated for 30 min at 100° C., then cooled and concentrated in vacuo. Purification by gradient column chromatography eluting with 0-30% EtOAc in hexane yielded the title compound (10 mg, 0.02 mmol). Reactants: C(CC)N(CCC)CCCC1=C(C=CC(=C1)Cl)OCCC1=CC=CC=C1 (N,N-di-n-propyl-3-[5-chloro-2-(2-phenylethoxy)phenyl]propylamine), C(C(=O)O)(=O)O (oxalic acid). The solvent is C(C)O (ethanol), C(C)O (ethanol). Product: C(C(=O)O)(=O)O.C(CC)N(CCC)CCCC1=C(C=CC(=C1)Cl)OCCC1=CC=CC=C1 (N,N-di-n-propyl-3-[5-chloro-2-(2-phenylethoxy)phenyl]propylamine oxalate). Isolated yield 61.4%. Reaction SMILES: [CH2:1]([N:4]([CH2:8][CH2:9][CH2:10][C:11]1[CH:16]=[C:15]([Cl:17])[CH:14]=[CH:13][C:12]=1[O:18][CH2:19][CH2:20][C:21]1[CH:26]=[CH:25][CH:24]=[CH:23][CH:22]=1)[CH2:5][CH2:6][CH3:7])[CH2:2][CH3:3].[C:27]([OH:32])(=[O:31])[C:28]([OH:30])=[O:29]>C(O)C>[C:27]([OH:32])(=[O:31])[C:28]([OH:30])=[O:29].[CH2:1]([N:4]([CH2:8][CH2:9][CH2:10][C:11]1[CH:16]=[C:15]([Cl:17])[CH:14]=[CH:13][C:12]=1[O:18][CH2:19][CH2:20][C:21]1[CH:26]=[CH:25][CH:24]=[CH:23][CH:22]=1)[CH2:5][CH2:6][CH3:7])[CH2:2][CH3:3] |f:3.4|. Procedure: To a solution of 0.50 g of N,N-di-n-propyl-3-[5-chloro-2-(2-phenylethoxy)phenyl]propylamine in 10 ml of ethanol, was added a solution of 120 mg of oxalic acid in 5 ml of ethanol. After evaporation of the solvent, the obtained crystals were recrystallized from ethyl acetate to give 380 mg of N,N-di-n-propyl-3-[5-chloro-2-(2-phenylethoxy)phenyl]propylamine oxalate. Starting materials: CN1CCC(N)CC1, O=C1Nc2ccccc2C(C(=O)O)c2ccccc21, C1CCOC1. Yields the product CN1CCC(NC(=O)C2c3ccccc3NC(=O)c3ccccc32)CC1. As a reaction SMILES: [NH2:20][CH:21]1[CH2:22][CH2:23][N:24]([CH3:27])[CH2:25][CH2:26]1.[O:1]=[C:2]1[c:3]2[c:4]([cH:16][cH:17][cH:18][cH:19]2)[CH:5]([C:13](=[O:14])[OH:15])[c:6]2[c:7]([cH:9][cH:10][cH:11][cH:12]2)[NH:8]1.[O:28]1[CH2:29][CH2:30][CH2:31][CH2:32]1>>[O:1]=[C:2]1[c:3]2[c:4]([cH:16][cH:17][cH:18][cH:19]2)[CH:5]([C:13](=[O:15])[NH:20][CH:21]2[CH2:22][CH2:23][N:24]([CH3:27])[CH2:25][CH2:26]2)[c:6]2[c:7]([cH:9][cH:10][cH:11][cH:12]2)[NH:8]1. Reactants: ClC1=CC=C(OC2=CC=C(N)C=C2)C=C1 (4-(4-chlorophenoxy)aniline), C(C)(C)(C)OC(=O)N[C@H](C(=O)O)COCC1=CC=C(C=C1)F ((S)-2-(tert-butoxycarbonylamino)-3-(4-fluorobenzyloxy)propanoic acid). Product: N[C@H](C(=O)NC1=CC=C(C=C1)OC1=CC=C(C=C1)Cl)COCC1=CC=C(C=C1)F ((S)-2-amino-N-(4-(4-chlorophenoxy)phenyl)-3-(4-fluorobenzyloxy)propanamide). Yield: 50.0%. As a reaction SMILES: [Cl:1][C:2]1[CH:15]=[CH:14][C:5]([O:6][C:7]2[CH:13]=[CH:12][C:10]([NH2:11])=[CH:9][CH:8]=2)=[CH:4][CH:3]=1.C(OC([NH:23][C@@H:24]([CH2:28][O:29][CH2:30][C:31]1[CH:36]=[CH:35][C:34]([F:37])=[CH:33][CH:32]=1)[C:25](O)=[O:26])=O)(C)(C)C>>[NH2:23][C@@H:24]([CH2:28][O:29][CH2:30][C:31]1[CH:32]=[CH:33][C:34]([F:37])=[CH:35][CH:36]=1)[C:25]([NH:11][C:10]1[CH:12]=[CH:13][C:7]([O:6][C:5]2[CH:14]=[CH:15][C:2]([Cl:1])=[CH:3][CH:4]=2)=[CH:8][CH:9]=1)=[O:26]. Procedure: Proceeding as in Reference 5, but substituting 4-(4-chlorophenoxy)aniline and (S)-2-(tert-butoxycarbonylamino)-3-(4-fluorobenzyloxy)propanoic acid, gave (S)-2-amino-N-(4-(4-chlorophenoxy)phenyl)-3-(4-fluorobenzyloxy)propanamide (200 mg, 50%).